Task: describe an organic reaction: reactants, conditions, products, and yield. Dataset: the Open Reaction Database (ORD), a public repository of structured organic reaction records Reactants: compound 25, FC1=C(C=C(C(=O)N2CCC(CC2)C2=CC=C(C#N)C=C2)C=C1)C1=CN=C(N1)C (4-(1-(4-fluoro-3-(2-methyl-1H-imidazol-5-yl)benzoyl)piperidin-4-yl)benzonitrile), FC1=C(C=C(C(=O)N2CCC(CC2)C2=CC=C(C#N)C=C2)C=C1)C1=CN=C(N1)C (4-(1-(4-fluoro-3-(2-methyl-1H-imidazol-5-yl)benzoyl)piperidin-4-yl)benzonitrile), CC=1NC(=C(N1)C)C=1C=C(C(=O)N2CCC(CC2)C2=CC=C(C#N)C=C2)C=CC1F (4-(1-(3-(2,4-dimethyl-1H-imidazol-5-yl)-4-fluorobenzoyl)piperidin-4-yl)benzonitrile). Product: N1(CCC1)C1=C(C=C(C(=O)N2CCC(CC2)C2=CC=C(C#N)C=C2)C=C1)C1=CN=C(N1)C (4-(1-(4-(Azetidin-1-yl)-3-(2-methyl-1H-imidazol-5-yl)benzoyl)piperidin-4-yl)benzonitrile). As a reaction SMILES: F[C:2]1[CH:23]=[CH:22][C:5]([C:6]([N:8]2[CH2:13][CH2:12][CH:11]([C:14]3[CH:21]=[CH:20][C:17]([C:18]#[N:19])=[CH:16][CH:15]=3)[CH2:10][CH2:9]2)=[O:7])=[CH:4][C:3]=1[C:24]1[NH:28][C:27]([CH3:29])=[N:26][CH:25]=1.CC1NC(C2C=C(C=CC=2F)C([N:42]2[CH2:47][CH2:46][CH:45](C3C=CC(C#N)=CC=3)CC2)=O)=C(C)N=1>>[N:42]1([C:2]2[CH:23]=[CH:22][C:5]([C:6]([N:8]3[CH2:13][CH2:12][CH:11]([C:14]4[CH:21]=[CH:20][C:17]([C:18]#[N:19])=[CH:16][CH:15]=4)[CH2:10][CH2:9]3)=[O:7])=[CH:4][C:3]=2[C:24]2[NH:28][C:27]([CH3:29])=[N:26][CH:25]=2)[CH2:45][CH2:46][CH2:47]1. Procedure details: The title compound was prepared using standard chemical manipulations and procedures similar to those used for the preparation of compound 25, except 4-(1-(4-fluoro-3-(2-methyl-1H-imidazol-5-yl)benzoyl)piperidin-4-yl)benzonitrile (compound 132.3) was used in place of 4-(1-(3-(2,4-dimethyl-1H-imidazol-5-yl)-4-fluorobenzoyl)piperidin-4-yl)benzonitrile (compound 25.1). m/z (ES+) 426 (M+H)+. The reactants are CC1=NOC(=N1)CC(=O)O (3-methyl-1,2,4-oxadiazol-5-yl-acetic acid), 7-amino-3-azidomethyl-cephalosporanic acid, NC1[C@@H]2N(C(=C(CS2)CN=[N+]=[N-])C(=O)O)C1=O (7-amino-3-azidomethyl-3-cephem-4-carboxylic acid). Solvent: C(C)#N (acetonitrile). Yields the product CC1=NOC(=N1)CC(=O)NC1[C@@H]2N(C(=C(CS2)CN=[N+]=[N-])C(=O)O)C1=O (7-[3-methyl-1,2,4-oxadiazol-5-yl-acetamido]-3-azidomethyl-3-cephem-4-carboxylic acid). The yield is 35.0%. As a reaction SMILES: [CH3:1][C:2]1[N:6]=[C:5]([CH2:7][C:8]([OH:10])=O)[O:4][N:3]=1.[NH2:11][CH:12]1[C:26](=[O:27])[N:14]2[C:15]([C:23]([OH:25])=[O:24])=[C:16]([CH2:19][N:20]=[N+:21]=[N-:22])[CH2:17][S:18][C@H:13]12>C(#N)C>[CH3:1][C:2]1[N:6]=[C:5]([CH2:7][C:8]([NH:11][CH:12]2[C:26](=[O:27])[N:14]3[C:15]([C:23]([OH:25])=[O:24])=[C:16]([CH2:19][N:20]=[N+:21]=[N-:22])[CH2:17][S:18][C@H:13]23)=[O:10])[O:4][N:3]=1. Procedure: Using the same procedure, 5.51 mmol of 3-methyl-1,2,4-oxadiazol-5-yl-acetic acid and 5.51 mmol of 7-amino-3-azidomethyl-3-cephem-4-carboxylic acid (90% purity) in 55 ml of dry acetonitrile were reacted for one hour at room temperature and 11/2 hours at 50° C. to obtain a 35% yield of pure 7-[3-methyl-1,2,4-oxadiazol-5-yl-acetamido]-3-azidomethyl-3-cephem-4-carboxylic acid with a recovery of 45% of 7-amino-3-azidomethyl-cephalosporanic acid. Yields the product CC(Cc1ccc(OCc2ccccc2)cc1)(NC(=O)OC1C2CC3CC(C2)CC1C3)C(=O)O. As a reaction SMILES: [CH3:1][C:2]([NH:3][C:4](=[O:5])[O:6][CH:7]1[CH:8]2[CH2:9][CH:10]3[CH2:11][CH:12]([CH2:13][CH:14]1[CH2:15]3)[CH2:16]2)([CH2:17][c:18]1[cH:19][cH:20][c:21]([O:24][CH2:25][c:26]2[cH:27][cH:28][cH:29][cH:30][cH:31]2)[cH:22][cH:23]1)[C:32](=[O:33])[O:34][CH3:35].[Li+:38].[O:39]1[CH2:40][CH2:41][O:42][CH2:43][CH2:44]1.[OH-:37].[OH2:36].[OH2:45]>>[CH3:1][C:2]([NH:3][C:4](=[O:5])[O:6][CH:7]1[CH:8]2[CH2:9][CH:10]3[CH2:11][CH:12]([CH2:13][CH:14]1[CH2:15]3)[CH2:16]2)([CH2:17][c:18]1[cH:19][cH:20][c:21]([O:24][CH2:25][c:26]2[cH:27][cH:28][cH:29][cH:30][cH:31]2)[cH:22][cH:23]1)[C:32](=[O:33])[OH:34]. Starting materials: COC(=O)C(C)(Cc1ccc(OCc2ccccc2)cc1)NC(=O)OC1C2CC3CC(C2)CC1C3, [Li+], C1COCCO1, [OH-], O, O. The product is COC(=O)c1ccc(Oc2ccc(Cl)nn2)cc1. As a reaction SMILES: [CH2:26]1[O:27][CH2:28][CH2:29][CH2:30]1.[CH3:1][C:2]([CH3:3])([O-:4])[CH3:5].[CH3:7][O:8][C:9]([c:10]1[cH:11][cH:12][c:13]([OH:16])[cH:14][cH:15]1)=[O:17].[Cl:18][c:19]1[n:20][n:21][c:22]([Cl:25])[cH:23][cH:24]1.[K+:6].[OH2:31]>>[CH3:7][O:8][C:9]([c:10]1[cH:11][cH:12][c:13]([O:16][c:22]2[n:21][n:20][c:19]([Cl:18])[cH:24][cH:23]2)[cH:14][cH:15]1)=[O:17]. Reactants: C1CCOC1, CC(C)(C)[O-], COC(=O)c1ccc(O)cc1, Clc1ccc(Cl)nn1, [K+], O. Procedure: 2-(4-(6-Bromo-3-nitroquinolin-4-ylamino)phenyl)-2-methylpropane nitrile (Compound of Preparation C, 16 g, 42 mmol) was hydrogenated using Raney-Ni (7 g), THF-MeOH [(1:1), 250 mL] under 25 psi of hydrogen for 1 hour at RT. After completion of the reaction, the catalyst was filtered-off and the filtrate was evaporated to dryness to obtain the title compound. Yield: 13 g (88%); 1H NMR (DMSO-d6, 300 MHz): δ 8.609 (s, 1H), 7.908 (s, 1H), 7.829-7.836 (d, 1H, J=2.1 Hz), 7.744-7.773 (d, 1H, J=8.7 Hz), 7... Starting materials: BrC=1C=C2C(=C(C=NC2=CC1)[N+](=O)[O-])NC1=CC=C(C=C1)C(C#N)(C)C (2-(4-(6-Bromo-3-nitroquinolin-4-ylamino)phenyl)-2-methylpropane nitrile), [H][H] (hydrogen). Yields the product NC=1C=NC2=CC=C(C=C2C1NC1=CC=C(C=C1)C(C#N)(C)C)Br (2-(4-(3-Amino-6-bromoquinolin-4-ylamino)phenyl)-2-methylpropanenitrile). The solvent is C1CCOC1.CO (THF MeOH). The reagents and catalysts are [Ni] (Ni). RXN SMILES: [Br:1][C:2]1[CH:3]=[C:4]2[C:9](=[CH:10][CH:11]=1)[N:8]=[CH:7][C:6]([N+:12]([O-])=O)=[C:5]2[NH:15][C:16]1[CH:21]=[CH:20][C:19]([C:22]([CH3:26])([CH3:25])[C:23]#[N:24])=[CH:18][CH:17]=1.[H][H]>[Ni].C1COCC1.CO>[NH2:12][C:6]1[CH:7]=[N:8][C:9]2[C:4]([C:5]=1[NH:15][C:16]1[CH:17]=[CH:18][C:19]([C:22]([CH3:25])([CH3:26])[C:23]#[N:24])=[CH:20][CH:21]=1)=[CH:3][C:2]([Br:1])=[CH:11][CH:10]=2 |f:3.4|. Starting materials: CC1CN(C(=O)OC(C)(C)C)CCN1, O=S(=O)(Cl)c1ccc(Cl)cc1, c1ccncc1. The product is CC1CN(C(=O)OC(C)(C)C)CCN1S(=O)(=O)c1ccc(Cl)cc1. RXN SMILES: [CH3:1][CH:2]1[CH2:3][N:4]([C:8](=[O:9])[O:10][C:11]([CH3:12])([CH3:13])[CH3:14])[CH2:5][CH2:6][NH:7]1.[Cl:15][c:16]1[cH:17][cH:18][c:19]([S:22](=[O:23])(=[O:24])[Cl:25])[cH:20][cH:21]1.[cH:26]1[cH:27][cH:28][n:29][cH:30][cH:31]1>>[CH3:1][CH:2]1[CH2:3][N:4]([C:8](=[O:9])[O:10][C:11]([CH3:12])([CH3:13])[CH3:14])[CH2:5][CH2:6][N:7]1[S:22]([c:19]1[cH:18][cH:17][c:16]([Cl:15])[cH:21][cH:20]1)(=[O:23])=[O:24]. Reactants: [OH-].[NH4+] (ammonium hydroxide), CN1C=NC=C1 (N-methylimidazole), P(=O)(Cl)(Cl)Cl (phosphoryl chloride), C(C1=CC=CC=C1)(=O)O[C@H]1[C@@H](O[C@@H]([C@H]1OC(C1=CC=CC=C1)=O)C)N1C(=O)NC(=O)C(=C1)F (2',3'-di-O-benzoyl-5'-deoxy-5-fluorouridine). The solvent is C(C)#N (acetonitrile). Conditions: time 1 hour. Yields the product FC=1C(=NC(N([C@H]2[C@H](O)[C@H](O)[C@@H](C)O2)C1)=O)N (5'-deoxy-5-fluorocytidine). RXN SMILES: C[N:2]1C=CN=C1.P(Cl)(Cl)(Cl)=O.C([O:20][C@@H:21]1[C@H:25]([O:26]C(=O)C2C=CC=CC=2)[C@@H:24]([CH3:35])[O:23][C@H:22]1[N:36]1[CH:43]=[C:42]([F:44])[C:40](=O)[NH:39][C:37]1=[O:38])(=O)C1C=CC=CC=1.[OH-].[NH4+]>C(#N)C>[F:44][C:42]1[C:40]([NH2:2])=[N:39][C:37](=[O:38])[N:36]([CH:43]=1)[C@@H:22]1[O:23][C@H:24]([CH3:35])[C@@H:25]([OH:26])[C@H:21]1[OH:20] |f:3.4|. Procedure: To a mixture of N-methylimidazole (0.8 ml) and phosphoryl chloride (0.28 ml) in acetonitrile (20 ml) was added 2',3'-di-O-benzoyl-5'-deoxy-5-fluorouridine (500 mg) obtained above at 0° C. After stirring of the reaction mixture for 1.5 hours at room temperature 28% ammonium hydroxide (2.5 ml) was added to the mixture at 0° C., and the mixture was stirred for 1 hour at room temperature. Acetonitrile and ammonia were removed under reduced pressure. The residue was acidified with 1N-HCl and then ext... Reactants: C(C1=CC=CC=C1)OC(=O)N1CC(N(CC1)CC(=O)OC(C)(C)C)=O (4-tert-Butoxycarbonylmethyl-3-oxopiperazine-1-carboxylic acid benzyl ester), [H][H] (hydrogen). Reagents/catalysts: [Pd] (Palladium). Solvent: CO (methanol), C(C)(=O)O (acetic acid). Product: C(C)(C)(C)OC(CN1C(CNCC1)=O)=O ((2-oxo-piperazin-1-yl)acetic acid tert-butyl ester). Yield: 99.0%. RXN SMILES: C(OC([N:11]1[CH2:16][CH2:15][N:14]([CH2:17][C:18]([O:20][C:21]([CH3:24])([CH3:23])[CH3:22])=[O:19])[C:13](=[O:25])[CH2:12]1)=O)C1C=CC=CC=1.[H][H]>CO.C(O)(=O)C.[Pd]>[C:21]([O:20][C:18](=[O:19])[CH2:17][N:14]1[CH2:15][CH2:16][NH:11][CH2:12][C:13]1=[O:25])([CH3:24])([CH3:22])[CH3:23]. Procedure: 4-tert-Butoxycarbonylmethyl-3-oxopiperazine-1-carboxylic acid benzyl ester (2.0 g, 5.75 mmol) is dissolved in 20 mL of methanol and 2 mL of acetic acid. Palladium (5%) on carbon (100 mg) is added, and the reaction mixture is stirred in an atmosphere of hydrogen overnight. The mixture is filtered and concentrated. Ethyl acetate is added, and the mixture is neutralized to pH 7 using 1N NaOH. The organic layer is concentrated to give (2-oxo-piperazin-1-yl)acetic acid tert-butyl ester (1.22 g).